Dataset: the Open Reaction Database (ORD), a public repository of structured organic reaction records. Task: describe an organic reaction: reactants, conditions, products, and yield The solvent is N1=CC=CC=C1 (pyridine), ClCCl (dichloromethane). The product is C(C)(=O)O.NC=1C2=C(N=CN1)N(C=C2C=2C=CC(=C(C2)NC(C)=O)OC2=CC=CC=C2)[C@@H]2CC[C@H](CC2)N2CCN(CC2)C (trans-N1-(5-{4-amino-7-[4-(4-methylpiperazino)cyclohexyl]-7H-pyrrolo[2,3-d]pyrimidin-5-yl}-2-phenoxyphenyl)acetamide acetate). Yield: 62.3%. Reported procedure: A mixture of trans-5-(3-amino-4-phenoxyphenyl)-7-[4-(4-methylpiperazino)cyclohexyl]-7H-pyrrolo[2,3-d]pyrimidin-4-amine (120 mg, 0.241 mmol) in pyridine (2 mL) and dichloromethane (2 mL) was cooled to 0° C. then treatd with acetyl chloride (25 mg, 0.3 mmol). The mixture was warmed to ambient temperature for one hour then the solvents were removed under reduced pressure and the residue purified by preparative RP-HPLC to give trans-N1-(5-{4-amino-7-[4-(4-methylpiperazino)cyclohexyl]-7H-pyrrolo[2,3-... Reaction SMILES: [NH2:1][C:2]1[CH:3]=[C:4]([C:15]2[C:23]3[C:22]([NH2:24])=[N:21][CH:20]=[N:19][C:18]=3[N:17]([C@H:25]3[CH2:30][CH2:29][C@H:28]([N:31]4[CH2:36][CH2:35][N:34]([CH3:37])[CH2:33][CH2:32]4)[CH2:27][CH2:26]3)[CH:16]=2)[CH:5]=[CH:6][C:7]=1[O:8][C:9]1[CH:14]=[CH:13][CH:12]=[CH:11][CH:10]=1.[C:38](Cl)(=[O:40])[CH3:39]>N1C=CC=CC=1.ClCCl>[C:9]([OH:40])(=[O:8])[CH3:14].[NH2:24][C:22]1[C:23]2[C:15]([C:4]3[CH:5]=[CH:6][C:7]([O:8][C:9]4[CH:14]=[CH:13][CH:12]=[CH:11][CH:10]=4)=[C:2]([NH:1][C:38](=[O:40])[CH3:39])[CH:3]=3)=[CH:16][N:17]([C@H:25]3[CH2:30][CH2:29][C@H:28]([N:31]4[CH2:32][CH2:33][N:34]([CH3:37])[CH2:35][CH2:36]4)[CH2:27][CH2:26]3)[C:18]=2[N:19]=[CH:20][N:21]=1 |f:4.5|. Reactants: NC=1C=C(C=CC1OC1=CC=CC=C1)C1=CN(C=2N=CN=C(C21)N)[C@@H]2CC[C@H](CC2)N2CCN(CC2)C (trans-5-(3-amino-4-phenoxyphenyl)-7-[4-(4-methylpiperazino)cyclohexyl]-7H-pyrrolo[2,3-d]pyrimidin-4-amine), C(C)(=O)Cl (acetyl chloride). Conditions: temperature 0 celsius. Reactants: CCN(C(C)C)C(C)C, ClCCl, Nc1cnn2ccc(N3CCCC3c3cc(F)ccc3F)nc12, CC(C)(C)N=C=O. Yields the product CC(C)(C)NC(=O)Nc1cnn2ccc(N3CCCC3c3cc(F)ccc3F)nc12. RXN SMILES: [CH:31]([N:32]([CH2:33][CH3:34])[CH:35]([CH3:36])[CH3:37])([CH3:38])[CH3:39].[Cl:40][CH2:41][Cl:42].[F:1][c:2]1[c:3]([CH:9]2[N:10]([c:14]3[n:15][c:16]4[n:17]([cH:18][cH:19]3)[n:20][cH:21][c:22]4[NH2:23])[CH2:11][CH2:12][CH2:13]2)[cH:4][c:5]([F:8])[cH:6][cH:7]1.[N:24](=[C:25]=[O:26])[C:27]([CH3:28])([CH3:29])[CH3:30]>>[F:1][c:2]1[c:3]([CH:9]2[N:10]([c:14]3[n:15][c:16]4[n:17]([cH:18][cH:19]3)[n:20][cH:21][c:22]4[NH:23][C:25]([NH:24][C:27]([CH3:28])([CH3:29])[CH3:30])=[O:26])[CH2:11][CH2:12][CH2:13]2)[cH:4][c:5]([F:8])[cH:6][cH:7]1. The reactants are CC1(CC(C2=CC=C(C=C12)OC1=NC=C(C(=O)N)C=C1)=O)C (6-(3,3-dimethyl-1-oxo-indan-5-yloxy)-nicotinamide), Ti(iPrO)4, [BH3-]C#N.[Na+] (NaBH3CN), CC1(CC(C2=CC=C(C=C12)OC1=NC=C(C(=O)N)C=C1)=O)C (6-(3,3-dimethyl-1-oxo-indan-5-yloxy)-nicotinamide), C(CC1=CC=CC=C1)N (phenethylamine). The reagents and catalysts are Cl[Ti](Cl)(Cl)Cl (TiCl4). The product is CC1(CC(C2=CC=C(C=C12)OC1=NC=C(C(=O)N)C=C1)NCCC1=CC=CC=C1)C (6-(3,3-Dimethyl-1-phenethylamino-indan-5-yloxy)-nicotinamide). Yield: 66.5%. RXN SMILES: [CH3:1][C:2]1([CH3:22])[C:10]2[C:5](=[CH:6][CH:7]=[C:8]([O:11][C:12]3[CH:20]=[CH:19][C:15]([C:16]([NH2:18])=[O:17])=[CH:14][N:13]=3)[CH:9]=2)[C:4](=O)[CH2:3]1.[CH2:23]([NH2:31])[CH2:24][C:25]1[CH:30]=[CH:29][CH:28]=[CH:27][CH:26]=1.[BH3-]C#N.[Na+]>Cl[Ti](Cl)(Cl)Cl>[CH3:1][C:2]1([CH3:22])[C:10]2[C:5](=[CH:6][CH:7]=[C:8]([O:11][C:12]3[CH:20]=[CH:19][C:15]([C:16]([NH2:18])=[O:17])=[CH:14][N:13]=3)[CH:9]=2)[CH:4]([NH:31][CH2:23][CH2:24][C:25]2[CH:30]=[CH:29][CH:28]=[CH:27][CH:26]=2)[CH2:3]1 |f:2.3|. Reported procedure: Using a method similar to Example 14, using 6-(3,3-dimethyl-1-oxo-indan-5-yloxy)-nicotinamide (Intermediate 11, 100 mg, 0.337 mmol), phenethylamine (49 mg, 0.405 mmol), Ti(iPrO)4 (192 mg, 0.675 mmol), TiCl4 (1.0M/DCM, 0.675 ml, 0.675 mmol), and NaBH3CN (42 mg, 0.675 mmol) gives the title compound (90 mg) as a white solid. Mass spectrum (ion spray): m/z=402 (M+1); 1HNMR (CDCl3): 8.60 (s, 1H), 8.14 (d, 1H), 7.32-7.19 (m, 6H), 6.95-6.88 (m, 3H), 6.25 (br. s, 2H), 4.31 (t, 1H), 3.02 (m, 2H), 2.86 (m... Reactants: CC(C)(C)OC(=O)NN, CC(C)(C)OC(=O)N1CCC(=O)CC1, CCCCCC. Product: CC(C)(C)OC(=O)NN=C1CCN(C(=O)OC(C)(C)C)CC1. As a reaction SMILES: [C:15]([CH3:16])([CH3:17])([CH3:18])[O:19][C:20]([NH:21][NH2:22])=[O:23].[C:1]([CH3:2])([CH3:3])([CH3:4])[O:5][C:6](=[O:7])[N:8]1[CH2:9][CH2:10][C:11](=[O:14])[CH2:12][CH2:13]1.[CH3:24][CH2:25][CH2:26][CH2:27][CH2:28][CH3:29]>>[C:1]([CH3:2])([CH3:3])([CH3:4])[O:5][C:6](=[O:7])[N:8]1[CH2:9][CH2:10][C:11](=[N:22][NH:21][C:20]([O:19][C:15]([CH3:16])([CH3:17])[CH3:18])=[O:23])[CH2:12][CH2:13]1. Starting materials: I.FC1=CC=C(C=C1)C(N)=N (4-fluorobenzenecarboximidamide hydroiodide), ClC(Cl)(Cl)S (perchloromethyl mercaptan), [OH-].[Na+] (sodium hydroxide), ClCCl (dichloromethane). Solvent: O (water). The product is ClC1=CC=C(C=C1)C1=NSC(=N1)Cl (3-(4-Chlorophenyl)-5-chloro-1,2,4-thiadiazole). The yield is 31.2%. RXN SMILES: I.F[C:3]1[CH:8]=[CH:7][C:6]([C:9](=[NH:11])[NH2:10])=[CH:5][CH:4]=1.[Cl:12][C:13]([SH:16])(Cl)Cl.[OH-].[Na+].[Cl:19]CCl>O>[Cl:19][C:3]1[CH:8]=[CH:7][C:6]([C:9]2[N:11]=[C:13]([Cl:12])[S:16][N:10]=2)=[CH:5][CH:4]=1 |f:0.1,3.4|. Procedure: To a solution of 4-fluorobenzenecarboximidamide hydroiodide (5.00 g, 17.7 mmol) and perchloromethyl mercaptan (1.90 ml, 17.7 mmol) in dichloromethane (100 ml) was added dropwise a solution of sodium hydroxide (3.55 g, 88.8 mmol) in water (7 ml) under ice-cooling. Then, the reaction mixture was stirred under ice-cooling for 1 hour and at room temperature for 1 hour. The organic layer was separated, washed with water, and then dried over anhydrous magnesium sulfate. The solvent was distilled off u... Reactants: C(C1=CC=CC=C1)(=O)OC[C@H]1O[C@@H]2SC(=N[C@@H]2[C@H]2OC(O[C@H]12)(C)C)N(C)C ([(1R,2R,6R,8R,9S)-4-(dimethylamino)-11,11-dimethyl-7,10,12-trioxa-5-thia-3-azatricyclo[7.3.0.0{2,6}]dodec-3-en-8-yl]methyl benzoate), C([O-])([O-])=O.[K+].[K+] (potassium carbonate). The solvent is CO (methanol). Reaction conditions: time 2 hour. Product: CN(C1=N[C@@H]2[C@H]3OC(O[C@@H]3[C@H](O[C@@H]2S1)CO)(C)C)C ([(1R,2R,6R,8R,9S)-4-(dimethylamino)-11,11-dimethyl-7,10,12-trioxa-5-thia-3-azatricyclo[7.3.0.0{2,6}]dodec-3-en-8-yl]methanol). Isolated yield 90.2%. As a reaction SMILES: C([O:9][CH2:10][C@@H:11]1[C@@H:22]2[C@H:18]([O:19][C:20]([CH3:24])([CH3:23])[O:21]2)[C@@H:17]2[C@@H:13]([S:14][C:15]([N:25]([CH3:27])[CH3:26])=[N:16]2)[O:12]1)(=O)C1C=CC=CC=1.C(=O)([O-])[O-].[K+].[K+]>CO>[CH3:26][N:25]([CH3:27])[C:15]1[S:14][C@@H:13]2[C@@H:17]([C@@H:18]3[C@@H:22]([C@@H:11]([CH2:10][OH:9])[O:12]2)[O:21][C:20]([CH3:23])([CH3:24])[O:19]3)[N:16]=1 |f:1.2.3|. Reported procedure: To a solution of 155 (4.0 g, 10 mmol) in methanol (30 mL) was added potassium carbonate (704 mg, 5.1 mmol). The resulting solution was stirred for 2 hours at room temperature, before the reaction was quenched by the addition of water (20 mL), which was then extracted with dichloromethane (3×20 mL). The combined organic layer was washed with brine (2×10 mL), dried over sodium sulfate, filtered and concentrated under vacuum. The crude residue was purified by flash column chromatography with 1%-5% ... Starting materials: [OH-].[Na+] (NaOH), CC=1NC(=C(C(C1C(=O)OCCC#N)C1=C(C(=CC=C1)Cl)Cl)C=1OC=NN1)C (2-cyanoethyl 1,4-dihydro-2,6-dimethyl-4-(2,3-dichlorophenyl)-5-(1,3,4-oxadiazol-2-yl)-pyridine-3-carboxylate). Run in O (water), C(OC)COC (dimethoxyethane), O (water). The product is CC=1NC(=C(C(C1C(=O)O)C1=C(C(=CC=C1)Cl)Cl)C=1OC=NN1)C (1,4-Dihydro-2,6-dimethyl-4-(2,3-dichlorophenyl)-5-(1,3,4-oxadiazol-2-yl)-pyridine-3-carboxylic acid). RXN SMILES: [CH3:1][C:2]1[NH:3][C:4]([CH3:28])=[C:5]([C:23]2[O:24][CH:25]=[N:26][N:27]=2)[CH:6]([C:15]2[CH:20]=[CH:19][CH:18]=[C:17]([Cl:21])[C:16]=2[Cl:22])[C:7]=1[C:8]([O:10]CCC#N)=[O:9].[OH-].[Na+]>O.C(COC)OC>[CH3:1][C:2]1[NH:3][C:4]([CH3:28])=[C:5]([C:23]2[O:24][CH:25]=[N:26][N:27]=2)[CH:6]([C:15]2[CH:20]=[CH:19][CH:18]=[C:17]([Cl:21])[C:16]=2[Cl:22])[C:7]=1[C:8]([OH:10])=[O:9] |f:1.2|. Reported procedure: 30 g of the 2-cyanoethyl 1,4-dihydro-2,6-dimethyl-4-(2,3-dichlorophenyl)-5-(1,3,4-oxadiazol-2-yl)-pyridine-3-carboxylate thus prepared are stirred in a solution of 8.7 g of NaOH in 220 ml of water and 110 ml of dimethoxyethane for 3 hours at room temperature. The mixture is diluted with 200 ml of water and is extracted by shaking with three times 100 ml of CH2Cl2. The water phase is acidified by adding concentrated hydrochloric acid. The precipitate which has been deposited is then filtered off ... Starting materials: [OH-].[Na+] (sodium hydroxide), O (water), O (water), C1(CC1)CN(C1=C(C=NO)C=C(C=C1)C(F)(F)F)CCC (2-(cyclopropylmethyl-propyl-amino)-5-trifluoromethyl-benzaldehyde oxime), [H-].[Al+3].[Li+].[H-].[H-].[H-] (Lithium aluminum hydride). Solvent: O1CCCC1 (tetrahydrofuran), O1CCCC1 (tetrahydrofuran). Conditions: time 8 hour. Product: NCC1=C(C=CC(=C1)C(F)(F)F)N(CCC)CC1CC1 ((2-aminomethyl-4-trifluoromethyl-phenyl)-cyclopropylmethyl-propyl-amine), crude product. As a reaction SMILES: [H-].[Al+3].[Li+].[H-].[H-].[H-].[CH:7]1([CH2:10][N:11]([CH2:25][CH2:26][CH3:27])[C:12]2[CH:20]=[CH:19][C:18]([C:21]([F:24])([F:23])[F:22])=[CH:17][C:13]=2[CH:14]=[N:15]O)[CH2:9][CH2:8]1.O.[OH-].[Na+]>O1CCCC1>[NH2:15][CH2:14][C:13]1[CH:17]=[C:18]([C:21]([F:23])([F:24])[F:22])[CH:19]=[CH:20][C:12]=1[N:11]([CH2:10][CH:7]1[CH2:9][CH2:8]1)[CH2:25][CH2:26][CH3:27] |f:0.1.2.3.4.5,8.9|. Procedure: Lithium aluminum hydride (1.4 g) is suspended in tetrahydrofuran (50 ml) and thereto is added dropwise a 2-(cyclopropylmethyl-propyl-amino)-5-trifluoromethyl-benzaldehyde oxime (5.7 g) in tetrahydrofuran (20 ml) under ice-cooling, and the mixture is stirred at room temperature overnight. To the reaction solution are added water (1.4 ml), a 2N-aqueous sodium hydroxide solution (2.8 ml) and water (2.8 ml) successively under ice-cooling, and the insoluble material is removed by filtration and the f... Starting materials: C1CCOC1, CO, Cl, [Li+], [OH-], O, O, COC(=O)c1ccc(-c2cnc3ncc(C(C)c4ccc5ncccc5c4)n3n2)cc1. Product: CC(c1ccc2ncccc2c1)c1cnc2ncc(-c3ccc(C(=O)O)cc3)nn12. Reaction SMILES: [CH2:36]1[O:37][CH2:38][CH2:39][CH2:40]1.[CH3:41][OH:42].[ClH:35].[Li+:3].[OH-:2].[OH2:1].[OH2:43].[n:4]1[cH:5][cH:6][cH:7][c:8]2[cH:9][c:10]([CH:14]([CH3:15])[c:16]3[cH:17][n:18][c:19]4[n:20]3[n:21][c:22](-[c:25]3[cH:26][cH:27][c:28]([C:29](=[O:30])[O:31][CH3:32])[cH:33][cH:34]3)[cH:23][n:24]4)[cH:11][cH:12][c:13]12>>[n:4]1[cH:5][cH:6][cH:7][c:8]2[cH:9][c:10]([CH:14]([CH3:15])[c:16]3[cH:17][n:18][c:19]4[n:20]3[n:21][c:22](-[c:25]3[cH:26][cH:27][c:28]([C:29](=[O:30])[OH:31])[cH:33][cH:34]3)[cH:23][n:24]4)[cH:11][cH:12][c:13]12. Starting materials: C(C)(C)(C)OC(=O)N1CCC(CC1)N1N=CC(=C1)C=1C=NC(=C(C1)B1OC(C(O1)(C)C)(C)C)N (4-{4-[6-amino-5-(4,4,5,5-tetramethyl-[1,3,2]dioxaborolan-2-yl)-pyridin-3-yl]-pyrazol-1-yl}-piperidine-1-carboxylic acid tert-butyl ester), BrC1=C2C=C(N=CC2=C(C=C1)F)OS(=O)(=O)C(F)(F)F (trifluoromethanesulfonic acid 5-bromo-8-fluoroisoquinolin-3-yl ester), C(=O)([O-])[O-].[Cs+].[Cs+] (Cs2CO3). Reagents/catalysts: C=1C=CC(=CC1)[P](C=2C=CC=CC2)(C=3C=CC=CC3)[Pd]([P](C=4C=CC=CC4)(C=5C=CC=CC5)C=6C=CC=CC6)([P](C=7C=CC=CC7)(C=8C=CC=CC8)C=9C=CC=CC9)[P](C=1C=CC=CC1)(C=1C=CC=CC1)C=1C=CC=CC1 (Pd(PPh3)4). The solvent is O1CCOCC1 (1,4-dioxane), O (H2O). Run at temperature 100 celsius. Yields the product C(C)(C)(C)OC(=O)N1CCC(CC1)N1N=CC(=C1)C=1C=NC(=C(C1)C=1N=CC2=C(C=CC(=C2C1)Br)F)N (4-{4-[6-Amino-5-(5-bromo-8-fluoroisoquinolin-3-yl)-pyridin-3-yl]-pyrazol-1-yl}-piperidine-1-carboxylic acid tert-butyl ester). Reaction SMILES: [C:1]([O:5][C:6]([N:8]1[CH2:13][CH2:12][CH:11]([N:14]2[CH:18]=[C:17]([C:19]3[CH:20]=[N:21][C:22]([NH2:34])=[C:23](B4OC(C)(C)C(C)(C)O4)[CH:24]=3)[CH:16]=[N:15]2)[CH2:10][CH2:9]1)=[O:7])([CH3:4])([CH3:3])[CH3:2].[Br:35][C:36]1[CH:45]=[CH:44][C:43]([F:46])=[C:42]2[C:37]=1[CH:38]=[C:39](OS(C(F)(F)F)(=O)=O)[N:40]=[CH:41]2.C([O-])([O-])=O.[Cs+].[Cs+]>O1CCOCC1.O.C1C=CC([P]([Pd]([P](C2C=CC=CC=2)(C2C=CC=CC=2)C2C=CC=CC=2)([P](C2C=CC=CC=2)(C2C=CC=CC=2)C2C=CC=CC=2)[P](C2C=CC=CC=2)(C2C=CC=CC=2)C2C=CC=CC=2)(C2C=CC=CC=2)C2C=CC=CC=2)=CC=1>[C:1]([O:5][C:6]([N:8]1[CH2:13][CH2:12][CH:11]([N:14]2[CH:18]=[C:17]([C:19]3[CH:20]=[N:21][C:22]([NH2:34])=[C:23]([C:39]4[N:40]=[CH:41][C:42]5[C:37]([CH:38]=4)=[C:36]([Br:35])[CH:45]=[CH:44][C:43]=5[F:46])[CH:24]=3)[CH:16]=[N:15]2)[CH2:10][CH2:9]1)=[O:7])([CH3:4])([CH3:2])[CH3:3] |f:2.3.4,^1:71,73,92,111|. Procedure details: To a solution of 4-{4-[6-amino-5-(4,4,5,5-tetramethyl-[1,3,2]dioxaborolan-2-yl)-pyridin-3-yl]-pyrazol-1-yl}-piperidine-1-carboxylic acid tert-butyl ester (BB3) (370 mg, 0.67 mmol), trifluoromethanesulfonic acid 5-bromo-8-fluoroisoquinolin-3-yl ester (250 mg, 0.67 mmol), and Pd(PPh3)4 (40 mg, 0.03 mmol) in 1,4-dioxane (8.0 mL) in a sealable microwave tube was added a solution of Cs2CO3 (440 mg, 1.3 mmol) in H2O (2 mL). The tube was sealed, evacuated and refilled with nitrogen (3×), and heated in ...